This data is from the Open Reaction Database (ORD), a public repository of structured organic reaction records. The task is: describe an organic reaction: reactants, conditions, products, and yield The reactants are CC(C)O, CN1C(=O)C(F)(F)CN(C2CCCC2)c2nc(Cl)ncc21, ClCCl, CC(C)Oc1cc(C(=O)NC2CCN(C)CC2)ccc1N, [Na+], [Na+], O=C([O-])[O-], O, Cc1ccc(S(=O)(=O)O)cc1. The product is CC(C)Oc1cc(C(=O)NC2CCN(C)CC2)ccc1Nc1ncc2c(n1)N(C1CCCC1)CC(F)(F)C(=O)N2C. RXN SMILES: [CH:55]([OH:56])([CH3:57])[CH3:58].[Cl:1][c:2]1[n:3][cH:4][c:5]2[c:6]([n:21]1)[N:7]([CH:16]1[CH2:17][CH2:18][CH2:19][CH2:20]1)[CH2:8][C:9]([F:14])([F:15])[C:10](=[O:13])[N:11]2[CH3:12].[Cl:59][CH2:60][Cl:61].[NH2:22][c:23]1[c:24]([O:39][CH:40]([CH3:41])[CH3:42])[cH:25][c:26]([C:27](=[O:28])[NH:29][CH:30]2[CH2:31][CH2:32][N:33]([CH3:36])[CH2:34][CH2:35]2)[cH:37][cH:38]1.[Na+:62].[Na+:63].[O-:64][C:65](=[O:66])[O-:67].[OH2:43].[c:44]1([CH3:45])[cH:46][cH:47][c:48]([S:49]([OH:50])(=[O:51])=[O:52])[cH:53][cH:54]1>>[c:2]1([NH:22][c:23]2[c:24]([O:39][CH:40]([CH3:41])[CH3:42])[cH:25][c:26]([C:27](=[O:28])[NH:29][CH:30]3[CH2:31][CH2:32][N:33]([CH3:36])[CH2:34][CH2:35]3)[cH:37][cH:38]2)[n:3][cH:4][c:5]2[c:6]([n:21]1)[N:7]([CH:16]1[CH2:17][CH2:18][CH2:19][CH2:20]1)[CH2:8][C:9]([F:14])([F:15])[C:10](=[O:13])[N:11]2[CH3:12]. Starting materials: COC(C1=CN=C(C=C1)OCC=1C(=NOC1C)C1=NC=C(C=C1)Cl)=O (6-[3-(5-chloro-pyridin-2-yl)-5-methyl-isoxazol-4-ylmethoxy]-nicotinic acid methyl ester), COC(C1=CN=C(C=C1)OCC=1C(=NOC1C)C1=NC=CC=C1)=O (6-(5-methyl-3-pyridin-2-yl-isoxazol-4-ylmethoxy)-nicotinic acid methyl ester). Yields the product ClC=1C=CC(=NC1)C1=NOC(=C1COC1=NC=C(C(=O)O)C=C1)C (6-[3-(5-Chloro-pyridin-2-yl)-5-methyl-isoxazol-4-ylmethoxy]-nicotinic acid). The yield is 34.3%. RXN SMILES: C[O:2][C:3](=[O:25])[C:4]1[CH:9]=[CH:8][C:7]([O:10][CH2:11][C:12]2[C:13]([C:18]3[CH:23]=[CH:22][C:21]([Cl:24])=[CH:20][N:19]=3)=[N:14][O:15][C:16]=2[CH3:17])=[N:6][CH:5]=1.COC(=O)C1C=CC(OCC2C(C3C=CC=CN=3)=NOC=2C)=NC=1>>[Cl:24][C:21]1[CH:22]=[CH:23][C:18]([C:13]2[C:12]([CH2:11][O:10][C:7]3[CH:8]=[CH:9][C:4]([C:3]([OH:25])=[O:2])=[CH:5][N:6]=3)=[C:16]([CH3:17])[O:15][N:14]=2)=[N:19][CH:20]=1. Procedure: As described for example 283, 6-[3-(5-chloro-pyridin-2-yl)-5-methyl-isoxazol-4-ylmethoxy]-nicotinic acid methyl ester (250 mg, 0.7 mmol) was converted, instead of 6-(5-methyl-3-pyridin-2-yl-isoxazol-4-ylmethoxy)-nicotinic acid methyl ester, to the title compound (83 mg, 35%) which was obtained as a white solid. MS: m/e=344.3 [M−H]−.